Dataset: the Open Reaction Database (ORD), a public repository of structured organic reaction records. Task: describe an organic reaction: reactants, conditions, products, and yield Reactants: C1=NC=CC2=C(C=CC=C12)CO (isoquinolin-5-ylmethanol), Br (HBr). Solvent: CC(=O)O (AcOH), CC(=O)O (AcOH). Yields the product Br.BrCC1=C2C=CN=CC2=CC=C1 (5-bromomethylisoquinoline hydrobromide), salt. Yield: 87.0%. As a reaction SMILES: [CH:1]1[C:10]2[C:5](=[C:6]([CH2:11]O)[CH:7]=[CH:8][CH:9]=2)[CH:4]=[CH:3][N:2]=1.[BrH:13]>CC(O)=O>[BrH:13].[Br:13][CH2:11][C:6]1[CH:7]=[CH:8][CH:9]=[C:10]2[C:5]=1[CH:4]=[CH:3][N:2]=[CH:1]2 |f:3.4|. Procedure details: To a solution of isoquinolin-5-ylmethanol (0.63 g, 3.9 mmol) in AcOH (3.3 mL) was added HBr (6.6 mL, a 30% w/w solution in AcOH, 24 mmol), and the reaction mixture was stirred at 75° C. for 45 min. The reaction mixture was cooled to room temperature, and the precipitate was collected to provide the 5-bromomethylisoquinoline hydrobromide acid salt as a brown solid (1.1 g, 87%): 1H NMR (300 MHz, CDCl3) δ 9.22 (s, 1H), 8.58 (d, J=6 Hz, 1H), 7.95-7.89 (m, 2H), 7.76 (d, J=9 Hz, 1H), 7.59 (dd, J=9, 6 ... Reaction SMILES: Br[C:2]1[O:6][C:5]([CH2:7][N:8]2[C:16]3[C:11](=[CH:12][CH:13]=[CH:14][CH:15]=3)[C:10]3([C:20]4=[CH:21][C:22]5[O:26][CH2:25][O:24][C:23]=5[CH:27]=[C:19]4[O:18][CH2:17]3)[C:9]2=[O:28])=[CH:4][CH:3]=1.BrC1SC([CH2:35][N:36]2C3C(=CC=CC=3)C3(C4=CC5OCOC=5C=C4OC3)C2=O)=CC=1>>[O:28]=[C:9]1[C:10]2([C:20]3=[CH:21][C:22]4[O:26][CH2:25][O:24][C:23]=4[CH:27]=[C:19]3[O:18][CH2:17]2)[C:11]2[C:16](=[CH:15][CH:14]=[CH:13][CH:12]=2)[N:8]1[CH2:7][C:5]1[O:6][C:2]([C:35]#[N:36])=[CH:3][CH:4]=1. Yields the product O=C1N(C2=CC=CC=C2C12COC=1C2=CC2=C(OCO2)C1)CC1=CC=C(O1)C#N (5-[(2′-oxospiro[furo[2,3-f][1,3]benzodioxole-7,3′-indol]-1′(2′H)-yl)methyl]-2-furonitrile). Starting materials: BrC1=CC=C(O1)CN1C(C2(C3=CC=CC=C13)COC=1C2=CC2=C(OCO2)C1)=O (1′-[(5-bromo-2-furyl)methyl]spiro[furo[2,3-f][1,3]benzodioxole-7,3′-indol]-2′(1′H)-one), BrC1=CC=C(S1)CN1C(C2(C3=CC=CC=C13)COC=1C2=CC2=C(OCO2)C1)=O (1′-[(5-bromo-2-thienyl)methyl]spiro[furo[2,3-f][1,3]benzodioxole-7,3′-indol]-2′(1′H)-one). Procedure details: Following the procedure described in EXAMPLE 10.79, and making non-critical variations using 1′-[(5-bromo-2-furyl)methyl]spiro[furo[2,3-f][1,3]benzodioxole-7,3′-indol]-2′(1′H)-one to replace 1′-[(5-bromo-2-thienyl)methyl]spiro[furo[2,3-f][1,3]benzodioxole-7,3′-indol]-2′(1′H)-one, the title compound was obtained (44%) as a colorless solid: mp 167-169° C.; 1H NMR (300 MHz, CDCl3) δ 7.34-7.27 (m, 1H), 7.21-7.17 (m, 1H), 7.12-7.08 (m, 1H), 7.07-7.03 (m, 1H), 6.95 (d, 1H), 6.51 (s, 1H), 6.44 (d, 1H),... Reactants: COC(C=1C(C(=O)OC)=C(C=CC1)NCC=1OC=CC1)=O (3-[(furan-2-yl-methyl)-amino]-phthalic acid dimethyl ester), [OH-].[K+] (potassium hydroxide). Run in CO (methanol). Run at time 8 hour. The product is O1C(=CC=C1)CNC1=C(C(C(=O)O)=CC=C1)C(=O)O (3-[(Furan-2-yl-methyl)-amino]-phtalic acid). As a reaction SMILES: C[O:2][C:3](=[O:21])[C:4]1[C:5](=[C:10]([NH:14][CH2:15][C:16]2[O:17][CH:18]=[CH:19][CH:20]=2)[CH:11]=[CH:12][CH:13]=1)[C:6]([O:8]C)=[O:7].[OH-].[K+]>CO>[O:17]1[CH:18]=[CH:19][CH:20]=[C:16]1[CH2:15][NH:14][C:10]1[CH:11]=[CH:12][CH:13]=[C:4]([C:3]([OH:21])=[O:2])[C:5]=1[C:6]([OH:8])=[O:7] |f:1.2|. Reported procedure: To a stirred solution of crude 3-[(furan-2-yl-methyl)-amino]-phthalic acid dimethyl ester in methanol (100 ml), was added 5N potassium hydroxide (79 ml). The mixture was stirred at room temperature overnight. The solvent was evaporated in vacuo and the residue dissolved in water (50 ml). The water was washed with diethyl ether (2×100 ml). The aqueous portion was cooled in an ice bath and the pH was adjusted to 2-3 by dropwise addition of concentrated hydrochloric acid. The aqueous solution was t... The reactants are O=C1C2CN(CC(C1)C2)C(=O)OCC (ethyl 6-oxo-3-azabicyclo[3.2.1]octane-3-carboxylate), BrC=1C=NC=C(C1)C1=CC=CC=C1 (3-bromo-5-phenylpyridine), C(C)(C)[Mg]Cl (isopropylmagnesium chloride). Run in C1CCOC1 (THF), C1CCOC1 (THF), C1CCOC1 (THF). Yields the product OC1(C2CN(CC(C1)C2)C(=O)OCC)C=2C=NC=C(C2)C2=CC=CC=C2 (Ethyl 6-hydroxy-6-(5-phenyl-3-pyridinyl)-3-azabicyclo[3.2.1]octane-3-carboxylate). The yield is 14.2%. Reaction SMILES: Br[C:2]1[CH:3]=[N:4][CH:5]=[C:6]([C:8]2[CH:13]=[CH:12][CH:11]=[CH:10][CH:9]=2)[CH:7]=1.C([Mg]Cl)(C)C.[O:19]=[C:20]1[CH2:26][CH:25]2[CH2:27][CH:21]1[CH2:22][N:23]([C:28]([O:30][CH2:31][CH3:32])=[O:29])[CH2:24]2>C1COCC1>[OH:19][C:20]1([C:2]2[CH:3]=[N:4][CH:5]=[C:6]([C:8]3[CH:13]=[CH:12][CH:11]=[CH:10][CH:9]=3)[CH:7]=2)[CH2:26][CH:25]2[CH2:27][CH:21]1[CH2:22][N:23]([C:28]([O:30][CH2:31][CH3:32])=[O:29])[CH2:24]2. Reported procedure: To a solution of 3-bromo-5-phenylpyridine (0.23 g, 1.0 mmol) in THF (5 mL) at ambient temperature was added 2.0 M isopropylmagnesium chloride in THF (0.5 mL). The reaction was stirred for an hour under nitrogen. Then a solution of ethyl 6-oxo-3-azabicyclo[3.2.1]octane-3-carboxylate (0.21 g, 1.0 mmol) in THF (2 mL) was added. The mixture was stirred at ambient temperature overnight, concentrated and quenched with water (1 mL). The mixture was extracted with chloroform (2×10 mL), and the combined ... Starting materials: B(Br)(Br)Br (boron tribromide), solution, C(#N)C1=C(C(=O)N)C=C(C=C1)OC (2-cyano-5-methoxybenzamide), B(Br)(Br)Br (boron tribromide), solution. Solvent: C(Cl)Cl (methylene chloride), O (water), C(Cl)Cl (methylene chloride), C(Cl)Cl (methylene chloride). Run at temperature 0 celsius, time 30 minute. The product is C(#N)C1=C(C(=O)N)C=C(C=C1)O (2-Cyano-5-hydroxybenzamide). Reaction SMILES: [C:1]([C:3]1[CH:11]=[CH:10][C:9]([O:12]C)=[CH:8][C:4]=1[C:5]([NH2:7])=[O:6])#[N:2].B(Br)(Br)Br>C(Cl)Cl.O>[C:1]([C:3]1[CH:11]=[CH:10][C:9]([OH:12])=[CH:8][C:4]=1[C:5]([NH2:7])=[O:6])#[N:2]. Procedure details: A mixture of 2-cyano-5-methoxybenzamide (5.2 g, 0.027 mol) in methylene chloride is cooled to 0° C., treated dropwise with boron tribromide (54 mL of a 1M solution in methylene chloride), stirred at 0° C. for 30 minutes, stirred at room temperature for 1 hour, refluxed for 4 hours, cooled to 0° C., treated with additional boron tribromide (54 mL of a 1M solution in methylene chloride), refluxed for 17 hours, cooled to room temperature and diluted with water. The aqueous mixture is filtered to ob...